This data is from the Open Reaction Database (ORD), a public repository of structured organic reaction records. The task is: describe an organic reaction: reactants, conditions, products, and yield The reactants are CN1C(=O)C(Cc2ccccc2)NC1C(C)(C)C, Cn1ccc2ccccc21, CC=CC=O, O=C(O)C(F)(F)F. The product is CC(CC=O)c1cn(C)c2ccccc12. As a reaction SMILES: [CH2:23]([CH:24]1[NH:25][CH:26]([C:27]([CH3:28])([CH3:29])[CH3:30])[N:31]([CH3:32])[C:33]1=[O:34])[c:35]1[cH:36][cH:37][cH:38][cH:39][cH:40]1.[CH3:1][n:2]1[cH:3][cH:4][c:5]2[cH:6][cH:7][cH:8][cH:9][c:10]12.[CH:11]([CH:12]=[CH:13][CH3:14])=[O:15].[OH:16][C:17]([C:18]([F:19])([F:20])[F:21])=[O:22]>>[CH3:1][n:2]1[cH:3][c:4]([CH:13]([CH2:12][CH:11]=[O:15])[CH3:14])[c:5]2[cH:6][cH:7][cH:8][cH:9][c:10]12. Reported procedure: In analogy to example 74, step 7, from 3-[3-(3-hydroxy-propyl)-phenyl]-1-(2-methyl-pyridin-4-yl)-3-o-tolyl-propan-1-one and hydroxylamine hydrochloride in the presence of NaHCO3 was prepared the title compound as a mixture of E and Z isomers (3:1) as a colorless oil, MS (ESI+): m/z=389.2 ([M+H]+). RXN SMILES: [OH:1][CH2:2][CH2:3][CH2:4][C:5]1[CH:6]=[C:7]([CH:11]([C:22]2[CH:27]=[CH:26][CH:25]=[CH:24][C:23]=2[CH3:28])[CH2:12][C:13]([C:15]2[CH:20]=[CH:19][N:18]=[C:17]([CH3:21])[CH:16]=2)=O)[CH:8]=[CH:9][CH:10]=1.Cl.[NH2:30][OH:31].C([O-])(O)=O.[Na+]>>[OH:1][CH2:2][CH2:3][CH2:4][C:5]1[CH:6]=[C:7]([CH:11]([C:22]2[CH:27]=[CH:26][CH:25]=[CH:24][C:23]=2[CH3:28])[CH2:12][C:13]([C:15]2[CH:20]=[CH:19][N:18]=[C:17]([CH3:21])[CH:16]=2)=[N:30][OH:31])[CH:8]=[CH:9][CH:10]=1 |f:1.2,3.4|. The reactants are OCCCC=1C=C(C=CC1)C(CC(=O)C1=CC(=NC=C1)C)C1=C(C=CC=C1)C (3-[3-(3-hydroxy-propyl)-phenyl]-1-(2-methyl-pyridin-4-yl)-3-o-tolyl-propan-1-one), Cl.NO (hydroxylamine hydrochloride), C(=O)(O)[O-].[Na+] (NaHCO3). Product: OCCCC=1C=C(C=CC1)C(CC(=NO)C1=CC(=NC=C1)C)C1=C(C=CC=C1)C (3-[3-(3-Hydroxy-propyl)-phenyl]-1-(2-methyl-pyridin-4-yl)-3-o-tolyl-propan-1-one oxime).